This data is from the Open Reaction Database (ORD), a public repository of structured organic reaction records. The task is: describe an organic reaction: reactants, conditions, products, and yield Reactants: BrC1=CC=C2C(=NN(C2=C1)C1=CC=CC=C1)OC (6-bromo-3-methoxy-1-phenyl-1H-indazole), N1=CC=C(C=C1)N1CCNCC1 (1-pyridin-4-yl-piperazine), Cl (HCl). The product is Cl.COC1=NN(C2=CC(=CC=C12)N1CCN(CC1)C1=CC=NC=C1)C1=CC=CC=C1 (3-Methoxy-1-phenyl-6-(4-(pyridin-4-yl)piperazin-1-yl)-1H-indazole hydrochloride). RXN SMILES: Br[C:2]1[CH:10]=[C:9]2[C:5]([C:6]([O:17][CH3:18])=[N:7][N:8]2[C:11]2[CH:16]=[CH:15][CH:14]=[CH:13][CH:12]=2)=[CH:4][CH:3]=1.[N:19]1[CH:24]=[CH:23][C:22]([N:25]2[CH2:30][CH2:29][NH:28][CH2:27][CH2:26]2)=[CH:21][CH:20]=1.[ClH:31]>>[ClH:31].[CH3:18][O:17][C:6]1[C:5]2[C:9](=[CH:10][C:2]([N:28]3[CH2:29][CH2:30][N:25]([C:22]4[CH:23]=[CH:24][N:19]=[CH:20][CH:21]=4)[CH2:26][CH2:27]3)=[CH:3][CH:4]=2)[N:8]([C:11]2[CH:16]=[CH:15][CH:14]=[CH:13][CH:12]=2)[N:7]=1 |f:3.4|. Reported procedure: The title compound was prepared according to the procedure as described in Example 57 reacting 6-bromo-3-methoxy-1-phenyl-1H-indazole and 1-pyridin-4-yl-piperazine, followed by de-protection with HCl.